Task: describe an organic reaction: reactants, conditions, products, and yield. Dataset: the Open Reaction Database (ORD), a public repository of structured organic reaction records The reactants are [N+](=O)([O-])C1=C2C=C(NC2=CC=C1)C(=O)OCC (ethyl 4-nitroindole-2-carboxylate), [H-].[Na+] (sodium hydride), C(O)([O-])=O.[Na+] (sodium hydrogen carbonate), CI (methyl iodide). Solvent: O1CCCC1 (tetrahydrofuran). Conditions: time 30 minute. The product is CN1C(=CC2=C(C=CC=C12)[N+](=O)[O-])C(=O)OCC (Ethyl 1-methyl-4-nitroindole-2-carboxylate). Isolated yield 21.0%. As a reaction SMILES: [N+:1]([C:4]1[CH:12]=[CH:11][CH:10]=[C:9]2[C:5]=1[CH:6]=[C:7]([C:13]([O:15][CH2:16][CH3:17])=[O:14])[NH:8]2)([O-:3])=[O:2].[H-].[Na+].CI.[C:22](=O)([O-])O.[Na+]>O1CCCC1>[CH3:22][N:8]1[C:9]2[C:5](=[C:4]([N+:1]([O-:3])=[O:2])[CH:12]=[CH:11][CH:10]=2)[CH:6]=[C:7]1[C:13]([O:15][CH2:16][CH3:17])=[O:14] |f:1.2,4.5|. Procedure details: To a stirred solution of ethyl 4-nitroindole-2-carboxylate (1.57 g, 6.70 mmol) in anhydrous tetrahydrofuran (20 mL) at 0° C. under nitrogen was added sodium hydride (60% in oil, 0.375 g, 9.4 mmol, 1.4 equivalents), and the resulting effervescing mixture was stirred at room temperature under nitrogen for 30 minutes. Then, methyl iodide (1.71 g, 12.0 mmol, 1.8 equivalents) was added dropwise, and the resulting reaction solution was stirred at room temperature under nitrogen for 48 hours. A saturat... The reactants are COC(CBr)(CBr)OC, CCOC(=O)CC(=O)OCC, CN(C)C=O, [Cl-], [H-], [H][H], [NH4+], [Na+]. The product is CCOC(=O)C1(C(=O)OCC)CC(OC)(OC)C1. RXN SMILES: [Br:16][CH2:17][C:18]([CH2:19][Br:20])([O:21][CH3:22])[O:23][CH3:24].[C:1]([CH2:2][C:3](=[O:4])[O:5][CH2:6][CH3:7])(=[O:8])[O:9][CH2:10][CH3:11].[CH3:27][N:28]([CH3:29])[CH:30]=[O:31].[Cl-:25].[H-:12].[H:14][H:15].[NH4+:26].[Na+:13]>>[C:1]([C:2]1([C:3](=[O:4])[O:5][CH2:6][CH3:7])[CH2:17][C:18]([O:21][CH3:22])([O:23][CH3:24])[CH2:19]1)(=[O:8])[O:9][CH2:10][CH3:11]. Reactants: Cl.BrC1=C(C(=CC=C1)F)N(O)C=1NCCN1 (2-[N-(2-bromo-6-fluoro-phenyl)-N-hydroxy-amino]-2-imidazoline hydrochloride), [Na] (sodium), C(C=C)Br (allyl bromide). The solvent is C(C)O (ethanol). Conditions: time 1 hour. The product is C(C=C)ON(C1=C(C=CC=C1F)Br)C=1NCCN1 (2-[N-Allyloxy-N-(2-bromo-6-fluoro-phenyl)-amino]-2-imidazoline). RXN SMILES: Cl.[Br:2][C:3]1[CH:8]=[CH:7][CH:6]=[C:5]([F:9])[C:4]=1[N:10]([C:12]1[NH:13][CH2:14][CH2:15][N:16]=1)[OH:11].[Na].[CH2:18](Br)[CH:19]=[CH2:20]>C(O)C>[CH2:20]([O:11][N:10]([C:12]1[NH:16][CH2:15][CH2:14][N:13]=1)[C:4]1[C:5]([F:9])=[CH:6][CH:7]=[CH:8][C:3]=1[Br:2])[CH:19]=[CH2:18] |f:0.1,^1:16|. Procedure: 5.0 gm (0.016 mol) of 2-[N-(2-bromo-6-fluoro-phenyl)-N-hydroxy-amino]-2-imidazoline hydrochloride and 0.7 gm of sodium were dissolved in 75 cc of absolute ethanol, and then 1.6 ml (about 115% of the stoichiometrically required amount) of allyl bromide were added to the solution. The resulting mixture was stirred for one hour at room temperature, and was then evaporated. The residue was dissolved in dilute (about 1 N) hydrochloric acid, and the resulting solution was extracted with ether (the eth... Product: CC(=O)N1CCCC1c1cc2[nH]c(-c3ccccn3)nc2cc1Oc1ccc(-c2cnco2)cc1. As a reaction SMILES: [OH:44][C:45]([C:46]([F:47])([F:48])[F:49])=[O:50].[o:1]1[cH:2][n:3][cH:4][c:5]1-[c:6]1[cH:7][cH:8][c:9]([O:10][c:11]2[c:12]([CH:34]3[N:35]([C:39]([CH3:40])=[O:41])[CH2:36][CH2:37][CH2:38]3)[cH:13][c:14]3[c:15]([n:16][c:17](-[c:27]4[n:28][cH:29][cH:30][cH:31][cH:32]4)[n:18]3[CH2:19][O:20][CH2:21][CH2:22][Si:23]([CH3:24])([CH3:25])[CH3:26])[cH:33]2)[cH:42][cH:43]1>>[o:1]1[cH:2][n:3][cH:4][c:5]1-[c:6]1[cH:7][cH:8][c:9]([O:10][c:11]2[c:12]([CH:34]3[N:35]([C:39]([CH3:40])=[O:41])[CH2:36][CH2:37][CH2:38]3)[cH:13][c:14]3[c:15]([n:16][c:17](-[c:27]4[n:28][cH:29][cH:30][cH:31][cH:32]4)[nH:18]3)[cH:33]2)[cH:42][cH:43]1. The reactants are O=C(O)C(F)(F)F, CC(=O)N1CCCC1c1cc2c(cc1Oc1ccc(-c3cnco3)cc1)nc(-c1ccccn1)n2COCC[Si](C)(C)C. Starting materials: O=C(n1ccnc1)n1ccnc1, NCc1ccc(Cl)cc1, CN1COc2cc(I)cc3c(=O)c(C(=O)O)cn1c23, C1CCOC1. Product: CN1COc2cc(I)cc3c(=O)c(C(=O)NCc4ccc(Cl)cc4)cn1c23. RXN SMILES: [C:20]([n:21]1[cH:22][cH:23][n:24][cH:25]1)([n:26]1[cH:27][cH:28][n:29][cH:30]1)=[O:31].[Cl:32][c:33]1[cH:34][cH:35][c:36]([CH2:37][NH2:38])[cH:39][cH:40]1.[I:1][c:2]1[cH:3][c:4]2[c:5](=[O:19])[c:6]([C:16](=[O:17])[OH:18])[cH:7][n:8]3[c:9]2[c:10]([cH:11]1)[O:12][CH2:13][N:14]3[CH3:15].[O:41]1[CH2:42][CH2:43][CH2:44][CH2:45]1>>[I:1][c:2]1[cH:3][c:4]2[c:5](=[O:19])[c:6]([C:16](=[O:18])[NH:38][CH2:37][c:36]3[cH:35][cH:34][c:33]([Cl:32])[cH:40][cH:39]3)[cH:7][n:8]3[c:9]2[c:10]([cH:11]1)[O:12][CH2:13][N:14]3[CH3:15]. Starting materials: CON(C([C@@H]([C@H]([C@@H](C(COCC1=CC=C(C=C1)OC)(COCC1=CC=C(C=C1)OC)O)OCC1=CC=CC=C1)OCC1=CC=CC=C1)OCC1=CC=CC=C1)=O)C ((2R,3S,4S)-2,3,4-tris-benzyloxy-5-hydroxy-6-(4-methoxy-benzyloxy)-5-(4-methoxy-benzyloxymethyl)-hexanoic acid methoxy-methyl-amide), O1CCCC1 (tetrahydrofuran), C(CCC)[Li] (n-Butyl lithium), O=O (oxygen), [Al] (aluminum), BrC1=CC(=C(C=C1)C)CC1=CC=C(C=C1)OC (4-bromo-2-(4-methoxy-benzyl)-1-methyl-benzene), O1CCCC1 (tetrahydrofuran). Solvent: C(C)OCC (Diethyl ether). Reaction conditions: temperature -20 celsius. Yields the product C(C1=CC=CC=C1)OC1C(OC([C@H]([C@@H]1OCC1=CC=CC=C1)OCC1=CC=CC=C1)(COCC1=CC=C(C=C1)OC)COCC1=CC=C(C=C1)OC)(O)C1=CC(=C(C=C1)C)CC1=CC=C(C=C1)OC ((4S,5S)-3,4,5-tris-benzyloxy-2-[3-(4-methoxy-benzyl)-4-methyl-phenyl]-6,6-bis-(4-methoxy-benzyloxymethyl)-tetrahydro-pyran-2-ol). The yield is 61.0%. Reaction SMILES: [CH2:1]([Li])[CH2:2][CH2:3][CH3:4].O=O.Br[C:9]1[CH:14]=[CH:13][C:12]([CH3:15])=[C:11]([CH2:16][C:17]2[CH:22]=[CH:21][C:20]([O:23][CH3:24])=[CH:19][CH:18]=2)[CH:10]=1.CON(C)[C:28](=[O:80])[C@H:29]([O:72]CC1C=CC=CC=1)[C@@H:30]([O:64][CH2:65][C:66]1[CH:71]=[CH:70][CH:69]=[CH:68][CH:67]=1)[C@H:31]([O:56][CH2:57][C:58]1[CH:63]=[CH:62][CH:61]=[CH:60][CH:59]=1)[C:32]([OH:55])([CH2:44][O:45][CH2:46][C:47]1[CH:52]=[CH:51][C:50]([O:53][CH3:54])=[CH:49][CH:48]=1)[CH2:33][O:34][CH2:35][C:36]1[CH:41]=[CH:40][C:39]([O:42][CH3:43])=[CH:38][CH:37]=1.[Al].O1C[CH2:86][CH2:85][CH2:84]1>C(OCC)C>[CH2:1]([O:72][CH:29]1[C@@H:30]([O:64][CH2:65][C:66]2[CH:67]=[CH:68][CH:69]=[CH:70][CH:71]=2)[C@H:31]([O:56][CH2:57][C:58]2[CH:63]=[CH:62][CH:61]=[CH:60][CH:59]=2)[C:32]([CH2:44][O:45][CH2:46][C:47]2[CH:48]=[CH:49][C:50]([O:53][CH3:54])=[CH:51][CH:52]=2)([CH2:33][O:34][CH2:35][C:36]2[CH:37]=[CH:38][C:39]([O:42][CH3:43])=[CH:40][CH:41]=2)[O:55][C:28]1([C:9]1[CH:14]=[CH:13][C:12]([CH3:15])=[C:11]([CH2:16][C:17]2[CH:22]=[CH:21][C:20]([O:23][CH3:24])=[CH:19][CH:18]=2)[CH:10]=1)[OH:80])[C:2]1[CH:86]=[CH:85][CH:84]=[CH:4][CH:3]=1. Procedure: n-Butyl lithium (0.97 mL, 2.5 M/hexanes, 3.15 equivalents) was added dropwise (1 drop every 5 seconds) to an oxygen degassed solution (placed in a pre dried Biotage™ microwave vial 10-20 mL sealed with its cap and placed under a positive stream of nitrogen gas) of 4-bromo-2-(4-methoxy-benzyl)-1-methyl-benzene (690 mg, 3 equivalents) in anhydrous tetrahydrofuran (2.7 mL) at −78° C. and the resulting solution was stirred at this temperature for an additional hour. A solution of (2R,3S,4S)-2,3,4-tr... Reactants: C(CC)N (n-propylamine), ureas, crude product, C(CCC)N=C=O (butyl isocyanate), crude product. Run in C1(=CC=CC=C1)C (Toluene). The product is C(CC)NC(=O)NCCCC (N-Propyl-N'-Butyl Urea). Isolated yield 96.1%. RXN SMILES: [CH2:1]([NH2:4])[CH2:2][CH3:3].[CH2:5]([N:9]=[C:10]=[O:11])[CH2:6][CH2:7][CH3:8]>C1(C)C=CC=CC=1>[CH2:1]([NH:4][C:10]([NH:9][CH2:5][CH2:6][CH2:7][CH3:8])=[O:11])[CH2:2][CH3:3]. Procedure details: 205.76 Grams (3.48 moles) of n-propylamine were charged to a 1-1., round bottom flask equipped with stirrer, thermometer, reflux condenser and addition funnel. 313.7 Grams (3.16 moles) of butyl isocyanate were charged to the addition funnel and added to the flask with stirring at a rate which maintained the contents at about 60°-65° C. Toluene was added to dissolve the solid product for transfer to a stripping vessel. The crude product solution was about 92 area % ureas on a solvent-free basis b...